Dataset: the Open Reaction Database (ORD), a public repository of structured organic reaction records. Task: describe an organic reaction: reactants, conditions, products, and yield Reported procedure: To a mixture of tert-butyl 3-(4-amino-3-iodo-1H-pyrazolo[3,4-d]pyrimidin-1-yl)-1-piperidinecarboxylate (1.2 g, 0.0027 mol) in acetone (20 mL) was added an aqueous 6N solution of hydrogen chloride (8 mL) at room temperature. The mixture was stirred at 45° C. for 1.5 hours, and then room temperature for 16 hours. The precipitate was filtered and washed with acetone. The solid was dried to give 3-iodo-1-(3-piperidyl)-1H-pyrazolo[3,4-d]pyrimidin-4-amine dihydrochloride (1 g, 0.0024 mol). RXN SMILES: [NH2:1][C:2]1[N:7]=[CH:6][N:5]=[C:4]2[N:8]([CH:12]3[CH2:17][CH2:16][CH2:15][N:14](C(OC(C)(C)C)=O)[CH2:13]3)[N:9]=[C:10]([I:11])[C:3]=12.[ClH:25]>CC(C)=O>[ClH:25].[ClH:25].[I:11][C:10]1[C:3]2[C:4](=[N:5][CH:6]=[N:7][C:2]=2[NH2:1])[N:8]([CH:12]2[CH2:17][CH2:16][CH2:15][NH:14][CH2:13]2)[N:9]=1 |f:3.4.5|. Conditions: temperature 45 celsius, time 1.5 hour. The solvent is CC(=O)C (acetone). The product is Cl.Cl.IC1=NN(C2=NC=NC(=C21)N)C2CNCCC2 (3-iodo-1-(3-piperidyl)-1H-pyrazolo[3,4-d]pyrimidin-4-amine dihydrochloride). Reactants: solution, Cl (hydrogen chloride), NC1=C2C(=NC=N1)N(N=C2I)C2CN(CCC2)C(=O)OC(C)(C)C (tert-butyl 3-(4-amino-3-iodo-1H-pyrazolo[3,4-d]pyrimidin-1-yl)-1-piperidinecarboxylate). Reaction SMILES: [Na].[CH3:2][CH:3]([C:5](C)([OH:23])[CH:6]([N:18]1[CH:22]=[N:21][CH:20]=[N:19]1)[CH2:7][CH2:8][CH2:9][CH2:10][O:11][C:12]1[CH:17]=[CH:16][CH:15]=[CH:14][CH:13]=1)[CH3:4].[CH3:25]O>>[CH3:25][C:3]([CH3:2])([CH:5]([OH:23])[CH:6]([N:18]1[CH:22]=[N:21][CH:20]=[N:19]1)[CH2:7][CH2:8][CH2:9][CH2:10][O:11][C:12]1[CH:13]=[CH:14][CH:15]=[CH:16][CH:17]=1)[CH3:4] |^1:0|. The product is CC(C)(C(C(CCCCOC1=CC=CC=C1)N1N=CN=C1)O)C (2,2-Dimethyl-4-(1,2,4-triazol-1-yl)-8-phenoxy-octan-3-ol). The reactants are CO (methanol), solid, [Na] (sodium), CC(C)C(C(CCCCOC1=CC=CC=C1)N1N=CN=C1)(O)C (2,3-dimethyl-4-(1,2,4-triazol-1-yl)-8-phenoxy-octan-3-ol). Reported procedure: 72 g of solid sodium borohydried are added, a little at a time, to a stirred solution of 600 g of 2,3-dimethyl-4-(1,2,4-triazol-1-yl)-8-phenoxy-octan-3-ol in 1,000 ml of methanol; during the addition, the mixture reaches the refluxing temperature. When the exothermic reaction has subsided, the mixture is evaporated to dryness under reduced pressure. 500 ml of water are added to the residue and the batch is extracted three times with 300 ml of methylene chloride at a time. The combined organic ph... Reactants: CC=CC(=O)O, CN(C)c1ccncc1, C(=NC1CCCCC1)=NC1CCCCC1, ClCCl, O=Cc1ccc(O)cc1. Product: CC=CC(=O)Oc1ccc(C=O)cc1. RXN SMILES: [C:25]([CH:26]=[CH:27][CH3:28])(=[O:29])[OH:30].[CH3:31][N:32]([CH3:33])[c:34]1[cH:35][cH:36][n:37][cH:38][cH:39]1.[CH:1]1([N:2]=[C:3]=[N:4][CH:5]2[CH2:6][CH2:7][CH2:8][CH2:9][CH2:10]2)[CH2:11][CH2:12][CH2:13][CH2:14][CH2:15]1.[Cl:40][CH2:41][Cl:42].[OH:16][c:17]1[cH:18][cH:19][c:20]([CH:21]=[O:22])[cH:23][cH:24]1>>[O:16]([c:17]1[cH:18][cH:19][c:20]([CH:21]=[O:22])[cH:23][cH:24]1)[C:25]([CH:26]=[CH:27][CH3:28])=[O:29].